Task: describe an organic reaction: reactants, conditions, products, and yield. Dataset: the Open Reaction Database (ORD), a public repository of structured organic reaction records Starting materials: Cl.BrC1=CC=C2CCC(C(C2=C1)=O)CN(C)C (7-bromo-2-dimethylaminomethyl-1-tetralone hydrochloride), C([O-])(O)=O.[Na+] (sodium bicarbonate). Solvent: O (water). The product is BrC1=CC=C2CCC(C(C2=C1)=O)CN(C)C (7-Bromo-2-dimethylaminomethyl-1-tetralone). RXN SMILES: Cl.[Br:2][C:3]1[CH:12]=[C:11]2[C:6]([CH2:7][CH2:8][CH:9]([CH2:14][N:15]([CH3:17])[CH3:16])[C:10]2=[O:13])=[CH:5][CH:4]=1.C(=O)(O)[O-].[Na+]>O>[Br:2][C:3]1[CH:12]=[C:11]2[C:6]([CH2:7][CH2:8][CH:9]([CH2:14][N:15]([CH3:17])[CH3:16])[C:10]2=[O:13])=[CH:5][CH:4]=1 |f:0.1,2.3|. Reported procedure: The hydrochloride was converted to the free base by dissolving in a small volume of water and adding a slight excess of a saturated aqueous solution of sodium bicarbonate. Ether extraction gave the free base as an oil. Reactants: C(C)OC(=O)C1=CNC2=NC(=C(C=C2C1=O)C)C (6,7-Dimethyl-4-oxo-1,4-dihydro-[1,8]naphthyridine-3-carboxylic acid ethyl ester), BrCC1=NC(=CC=C1)C (2-Bromomethyl-6-methyl-pyridine). Solvent: CN(C=O)C (N,N-dimethylformamide). Yields the product C(C)OC(=O)C1=CN(C2=NC(=C(C=C2C1=O)C)C)CC1=NC(=CC=C1)C (6,7-Dimethyl-1-(6-methyl-pyridin-2-ylmethyl)-4-oxo-1,4-dihydro-[1,8]naphthyridine-3-carboxylic acid ethyl ester). The yield is 37.6%. As a reaction SMILES: [CH2:1]([O:3][C:4]([C:6]1[C:15](=[O:16])[C:14]2[C:9](=[N:10][C:11]([CH3:18])=[C:12]([CH3:17])[CH:13]=2)[NH:8][CH:7]=1)=[O:5])[CH3:2].Br[CH2:20][C:21]1[CH:26]=[CH:25][CH:24]=[C:23]([CH3:27])[N:22]=1>CN(C)C=O>[CH2:1]([O:3][C:4]([C:6]1[C:15](=[O:16])[C:14]2[C:9](=[N:10][C:11]([CH3:18])=[C:12]([CH3:17])[CH:13]=2)[N:8]([CH2:20][C:21]2[CH:26]=[CH:25][CH:24]=[C:23]([CH3:27])[N:22]=2)[CH:7]=1)=[O:5])[CH3:2]. Reported procedure: Experimental conditions analogous to those described for Step 3 of Example 60 were used with 3 g (12.17 mmol) of 6,7-Dimethyl-4-oxo-1,4-dihydro-[1,8]naphthyridine-3-carboxylic acid ethyl ester, 2.49 g (13.39 mmol) of 2-Bromomethyl-6-methyl-pyridine, 0.54 g (13.39 mmol, 60% dispersion in oil), and 60 mL of N,N-dimethylformamide to give 1.61 g of 6,7-Dimethyl-1-(6-methyl-pyridin-2-ylmethyl)-4-oxo-1,4-dihydro-[1,8]naphthyridine-3-carboxylic acid ethyl ester.